describe an organic reaction: reactants, conditions, products, and yield From a dataset of the Open Reaction Database (ORD), a public repository of structured organic reaction records. The reactants are O=C([O-])O, CO, CCOC(C)=O, [Cl-], Cl, CC(C)(C)OC(=O)CON, [Na+], [Na+], O, O=C(O)C(=O)c1cscn1. Yields the product CC(C)(C)OC(=O)CON=C(C(=O)O)c1cscn1. As a reaction SMILES: [C:21](=[O:22])([OH:23])[O-:24].[CH3:29][OH:30].[CH3:32][CH2:33][O:34][C:35](=[O:36])[CH3:37].[Cl-:28].[ClH:26].[NH2:11][O:12][CH2:13][C:14](=[O:15])[O:16][C:17]([CH3:18])([CH3:19])[CH3:20].[Na+:25].[Na+:27].[OH2:31].[s:1]1[cH:2][n:3][c:4]([C:6]([C:7](=[O:8])[OH:9])=[O:10])[cH:5]1>>[s:1]1[cH:2][n:3][c:4]([C:6]([C:7](=[O:8])[OH:9])=[N:11][O:12][CH2:13][C:14](=[O:15])[O:16][C:17]([CH3:18])([CH3:19])[CH3:20])[cH:5]1. The reactants are N1(C=NC=C1)CCCC(=O)C1=CC=C(C=C1)C(F)(F)F (4-(1-(1H)-imidazolyl)-1-(4-trifluoromethylphenyl)-1-butanone), Cl.Cl.NCCON (O-(2-aminoethyl)hydroxylamine dihydrochloride), N1=CC=CC=C1 (pyridine). The solvent is C(C)O (ethanol). Run at time 2 hour. Yields the product Cl.Cl.NCCON=C(CCCN1C=NC=C1)C1=CC=C(C=C1)C(F)(F)F (4-(1-(1H)-Imidazolyl)-1-(4-trifluoromethylphenyl)-1-butanone O-(2-aminoethyl)oxime dihydrochloride). The yield is 70.5%. RXN SMILES: [N:1]1([CH2:6][CH2:7][CH2:8][C:9]([C:11]2[CH:16]=[CH:15][C:14]([C:17]([F:20])([F:19])[F:18])=[CH:13][CH:12]=2)=O)[CH:5]=[CH:4][N:3]=[CH:2]1.[ClH:21].Cl.[NH2:23][CH2:24][CH2:25][O:26][NH2:27].N1C=CC=CC=1>C(O)C>[ClH:21].[ClH:21].[NH2:23][CH2:24][CH2:25][O:26][N:27]=[C:9]([C:11]1[CH:16]=[CH:15][C:14]([C:17]([F:20])([F:19])[F:18])=[CH:13][CH:12]=1)[CH2:8][CH2:7][CH2:6][N:1]1[CH:5]=[CH:4][N:3]=[CH:2]1 |f:1.2.3,6.7.8|. Reported procedure: A mixture of 4-(1-(1H)-imidazolyl)-1-(4-trifluoromethylphenyl)-1-butanone (5.00 g), O-(2-aminoethyl)hydroxylamine dihydrochloride (3.17 g), 3 equivalents of pyridine, and absolute ethanol (75 ml) was heated under reflux, under nitrogen, with stirring, for two hrs. The reaction mixture was evaporated, toluene was added and evaporated. The residue was partitioned between 10% sodium hydroxide solution and ethyl acetate. The layers were separated and the aqueous phase extracted with ethyl acetate. T... The reactants are O1C(CCCC1)OCCOCCCl (2-(2-((tetrahydro-2-pyranyl)oxy)ethoxy)ethylchloride), O (water), C1=CC=CC=2SC3=CC=CC=C3NC12 (Phenothiazine), [H-].[Na+] (sodium hydride). Solvent: C(CCC)OCCCC (dibutylether), ClCCl (dichloromethane). Run at temperature 135 celsius. Yields the product O1C(CCCC1)OCCOCCN1C2=CC=CC=C2SC=2C=CC=CC12 (10-(2-(2-((tetrahydro-2-pyranyl)oxy)ethoxy)ethyl)-10H-phenothiazine). Isolated yield 55.3%. RXN SMILES: [CH:1]1[C:14]2[NH:13][C:12]3[C:7](=[CH:8][CH:9]=[CH:10][CH:11]=3)[S:6][C:5]=2[CH:4]=[CH:3][CH:2]=1.[H-].[Na+].[O:17]1[CH2:22][CH2:21][CH2:20][CH2:19][CH:18]1[O:23][CH2:24][CH2:25][O:26][CH2:27][CH2:28]Cl.O>C(OCCCC)CCC.ClCCl>[O:17]1[CH2:22][CH2:21][CH2:20][CH2:19][CH:18]1[O:23][CH2:24][CH2:25][O:26][CH2:27][CH2:28][N:13]1[C:14]2[CH:1]=[CH:2][CH:3]=[CH:4][C:5]=2[S:6][C:7]2[C:12]1=[CH:11][CH:10]=[CH:9][CH:8]=2 |f:1.2|. Procedure details: Phenothiazine (3.8 g, 19 mmol) was added to a suspension of sodium hydride (0.92 g, 23 mmol, 60% oil dispersion) in dry dibutylether (25 ml) under an atmosphere of nitrogen. The mixture was heated at 135° C. for 1 h and then cooled to approximately 100° C. 2-(2-((tetrahydro-2-pyranyl)oxy)ethoxy)ethylchloride (8 g, 38 mmol) was added in one portion and the mixture was heated overnight at 110° C. The reaction mixture was poured into water (250 ml) and extracted with dichloromethane (3×50 ml) and d... Starting materials: CCOC(=O)CCCC(CCCNS(=O)(=O)c1ccc(Cl)cc1)Oc1cccnc1, [Na+], C1COCCO1, [OH-]. Product: O=C(O)CCCC(CCCNS(=O)(=O)c1ccc(Cl)cc1)Oc1cccnc1. As a reaction SMILES: [Cl:1][c:2]1[cH:3][cH:4][c:5]([S:8](=[O:9])(=[O:10])[NH:11][CH2:12][CH2:13][CH2:14][CH:15]([CH2:16][CH2:17][CH2:18][C:19](=[O:20])[O:21][CH2:22][CH3:23])[O:24][c:25]2[cH:26][n:27][cH:28][cH:29][cH:30]2)[cH:6][cH:7]1.[Na+:32].[O:33]1[CH2:34][CH2:35][O:36][CH2:37][CH2:38]1.[OH-:31]>>[Cl:1][c:2]1[cH:3][cH:4][c:5]([S:8](=[O:9])(=[O:10])[NH:11][CH2:12][CH2:13][CH2:14][CH:15]([CH2:16][CH2:17][CH2:18][C:19](=[O:20])[OH:21])[O:24][c:25]2[cH:26][n:27][cH:28][cH:29][cH:30]2)[cH:6][cH:7]1. Reactants: [Ti](Cl)(Cl)(Cl)Cl (titanium tetrachloride), C1(=CC=CC=C1)C (toluene). Yields the product [Ti](Cl)(Cl)(Cl)Cl.C1(=CC=CC=C1)C (titanium tetrachloride toluene). RXN SMILES: [Ti:1]([Cl:5])([Cl:4])([Cl:3])[Cl:2].[C:6]1([CH3:12])[CH:11]=[CH:10][CH:9]=[CH:8][CH:7]=1>>[Ti:1]([Cl:5])([Cl:4])([Cl:3])[Cl:2].[C:6]1([CH3:12])[CH:11]=[CH:10][CH:9]=[CH:8][CH:7]=1 |f:2.3|. Procedure: To the solid component mentioned above, 40 ml of toluene was added and titanium tetrachloride was added in an amount calculated to give a volumetric titanium tetrachloride/toluene ratio of 3/2. The resultant combined liquid was heated to 90° C. The hot mixture was kept stirred and a mixed solution of 2 ml of di-n-butyl phthalate and 5 ml of toluene was added dropwise to the hot mixture over a period of five minutes. The resultant mixture was stirred at 120° C. for two hours. The solid product co...